From a dataset of the Open Reaction Database (ORD), a public repository of structured organic reaction records. describe an organic reaction: reactants, conditions, products, and yield Reaction SMILES: [N+:1]([C:4]1[CH:17]=[C:16]([C:18]([F:21])([F:20])[F:19])[CH:15]=[CH:14][C:5]=1[O:6][CH2:7][CH2:8][N:9]1[CH2:13][CH2:12][CH2:11][CH2:10]1)([O-])=O>CO.[Pd]>[N:9]1([CH2:8][CH2:7][O:6][C:5]2[CH:14]=[CH:15][C:16]([C:18]([F:20])([F:21])[F:19])=[CH:17][C:4]=2[NH2:1])[CH2:13][CH2:12][CH2:11][CH2:10]1. Run in CO (MeOH). Reported procedure: To a solution of 1-[2-(2-Nitro-4-trifluoromethyl-phenoxy)-ethyl]-pyrrolidine (1.70 g, 5.59 mmol) in dry MeOH (56 mL) was added Pd/C (10%, 350 mg). H2 gas was bubbled through the solution, which was then stirred vigorously under an atmosphere of H2. After completion of the reaction by LCMS, the mixture was filtered through celite and concentrated to afford the desired product as a yellow/orange oil. MS (M+H)+=275; Calc'd 274.29 for C13H17F3N2O. Starting materials: [N+](=O)([O-])C1=C(OCCN2CCCC2)C=CC(=C1)C(F)(F)F (1-[2-(2-Nitro-4-trifluoromethyl-phenoxy)-ethyl]-pyrrolidine). The reagents and catalysts are [Pd] (Pd/C). The product is N1(CCCC1)CCOC1=C(C=C(C=C1)C(F)(F)F)N (2-(2-Pyrrolidin-1-yl-ethoxy)-5-trifluoromethyl-phenylamine). Starting materials: BrCC(CO)(C)C (3-bromo-2,2-dimethyl-1-propanol), [S-]C#N.[K+] (potassium thiocyanate), CN(C=O)C (dimethylformamide), C(C)OCC (diethyl ether). Run in O (water). Conditions: time 4 hour. Product: OCC(CSC#N)(C)C (3-hydroxy-2,2-dimethyl-1-propylthiocyanate). Isolated yield 85.4%. RXN SMILES: Br[CH2:2][C:3]([CH3:7])([CH3:6])[CH2:4][OH:5].[S-:8][C:9]#[N:10].[K+].CN(C)C=O.C(OCC)C>O>[OH:5][CH2:4][C:3]([CH3:7])([CH3:6])[CH2:2][S:8][C:9]#[N:10] |f:1.2|. Procedure details: A mixture of 16.7 g of 3-bromo-2,2-dimethyl-1-propanol, 14.6 g of potassium thiocyanate and 60 ml of dimethylformamide was stirred for 4 hours at 130°-140° C. The reaction solution was cooled to room temperature (hereinafter means "5°-20° C."), to which a mixture of 200 ml of diethyl ether and 200 ml of water was added. The ethereal layer was collected. The aqueous layer was extracted with 150 ml of diethyl ether. The combined ethereal layers were washed with a saturated saline, dried over anhyd... Run in C1CCOC1 (THF), C1CCOC1 (THF). Procedure: A solution of compound 51 (0.89 g, 1.06 mmol) in THF (20 ml) was added dropwise to a stirred suspension of lithium aluminiumhydride (80 mg, 2.11 mmol) in THF (20 ml) under an atmosphere of dry nitrogen. The reaction mixture was stirred at room temperature overnight, heated to reflux for 1 h, cooled, washed with water and the organic layer extracted into ethyl acetate/hexane (3 times). The combined organic extracts were washed with brine, dried (MgSO4), the solvent removed in vacuo and the residu... Reaction conditions: time 8 hour. Product: C(CCCCCCCCC)OC1=CC=C(C=C1)C1=NC=C(C=N1)OCCCCCC[Si](CCC(C(C(C(F)(F)F)(F)F)(F)F)(F)F)(C)C (2-(4-Decyloxy-phenyl)-5-{6-[dimethyl-(3,3,4,4,5,5,6,6,6-nonafluoro-hexyl)-silanyl]-hexyloxy}-pyrimidine). Reaction SMILES: [CH2:1]([O:11][C:12]1[CH:17]=[CH:16][C:15]([C:18]2[N:23]=[CH:22][C:21]([O:24][CH2:25][CH2:26][CH2:27][CH2:28][CH2:29][CH2:30][Si:31]([CH3:49])([CH3:48])[CH:32](I)[CH2:33][C:34]([F:46])([F:45])[C:35]([F:44])([F:43])[C:36]([F:42])([F:41])[C:37]([F:40])([F:39])[F:38])=[CH:20][N:19]=2)=[CH:14][CH:13]=1)[CH2:2][CH2:3][CH2:4][CH2:5][CH2:6][CH2:7][CH2:8][CH2:9][CH3:10].[H-].[Al+3].[Li+].[H-].[H-].[H-]>C1COCC1>[CH2:1]([O:11][C:12]1[CH:13]=[CH:14][C:15]([C:18]2[N:23]=[CH:22][C:21]([O:24][CH2:25][CH2:26][CH2:27][CH2:28][CH2:29][CH2:30][Si:31]([CH3:48])([CH3:49])[CH2:32][CH2:33][C:34]([F:45])([F:46])[C:35]([F:44])([F:43])[C:36]([F:41])([F:42])[C:37]([F:38])([F:39])[F:40])=[CH:20][N:19]=2)=[CH:16][CH:17]=1)[CH2:2][CH2:3][CH2:4][CH2:5][CH2:6][CH2:7][CH2:8][CH2:9][CH3:10] |f:1.2.3.4.5.6|. Starting materials: C(CCCCCCCCC)OC1=CC=C(C=C1)C1=NC=C(C=N1)OCCCCCC[Si](C(CC(C(C(C(F)(F)F)(F)F)(F)F)(F)F)I)(C)C (2-(4-Decyloxy-phenyl)-5-{6-[dimethyl-(3,3,4,4,5,5,6,6,6-nonafluoro-1-iodo-hexyl)-silanyl]-hexyloxy}-pyrimidine), [H-].[Al+3].[Li+].[H-].[H-].[H-] (lithium aluminiumhydride). Reactants: ClC1=CC=2N(C=C1)C(=CN2)C(=O)NC2=C1C(=NN(C1=CC=C2)CC2=NC(=CC=C2)C)C2CC2 (7-chloro-N-(3-cyclopropyl-1-((6-methylpyridin-2-yl)methyl)-1H-indazol-4-yl)imidazo[1,2-a]pyridine-3-carboxamide), C(=C)OCCOCCO (2-(2-(vinyloxy)ethoxy)ethanol), [OH-].[K+] (potassium hydroxide), [Na+].[Cl-] (NaCl). Run in CS(=O)C (DMSO), O (water). Reaction conditions: temperature 95 celsius, time 4 hour. The product is C1(CC1)C1=NN(C2=CC=CC(=C12)NC(=O)C1=CN=C2N1C=CC(=C2)OCCOCCOC=C)CC2=NC(=CC=C2)C (N-(3-cyclopropyl-1-((6-methylpyridin-2-yl)methyl)-1H-indazol-4-yl)-7-(2-(2-(vinyloxy)ethoxy)ethoxy)imidazo[1,2-a]pyridine-3-carboxamide). The yield is 74.0%. As a reaction SMILES: Cl[C:2]1[CH:7]=[CH:6][N:5]2[C:8]([C:11]([NH:13][C:14]3[CH:22]=[CH:21][CH:20]=[C:19]4[C:15]=3[C:16]([CH:31]3[CH2:33][CH2:32]3)=[N:17][N:18]4[CH2:23][C:24]3[CH:29]=[CH:28][CH:27]=[C:26]([CH3:30])[N:25]=3)=[O:12])=[CH:9][N:10]=[C:4]2[CH:3]=1.[CH:34]([O:36][CH2:37][CH2:38][O:39][CH2:40][CH2:41][OH:42])=[CH2:35].[OH-].[K+].[Na+].[Cl-]>CS(C)=O.O>[CH:31]1([C:16]2[C:15]3[C:19](=[CH:20][CH:21]=[CH:22][C:14]=3[NH:13][C:11]([C:8]3[N:5]4[CH:6]=[CH:7][C:2]([O:42][CH2:41][CH2:40][O:39][CH2:38][CH2:37][O:36][CH:34]=[CH2:35])=[CH:3][C:4]4=[N:10][CH:9]=3)=[O:12])[N:18]([CH2:23][C:24]3[CH:29]=[CH:28][CH:27]=[C:26]([CH3:30])[N:25]=3)[N:17]=2)[CH2:33][CH2:32]1 |f:2.3,4.5|. Reported procedure: A mixture of 7-chloro-N-(3-cyclopropyl-1-((6-methylpyridin-2-yl)methyl)-1H-indazol-4-yl)imidazo[1,2-a]pyridine-3-carboxamide (1.0 g, 2.2 mmol; prepared as in Example 65, step C)), 2-(2-(vinyloxy)ethoxy)ethanol (1.2 g, 8.8 mmol) and potassium hydroxide (0.61 g, 11 mmol) was dissolved in DMSO (10 mL). The reaction mixture was heated at 95° C. for 20 hours. The mixture was cooled to ambient temperature, transferred into water (100 mL) and saturated aqueous NaCl (200 mL) and stirred at ambient tempe... Starting materials: O=C(Cl)OCc1ccccc1, O=C1CNC2CCCCC2N1, [Na+], O=C([O-])O, O. The product is O=C1CN(C(=O)OCc2ccccc2)C2CCCCC2N1. RXN SMILES: [CH2:17]([c:18]1[cH:19][cH:20][cH:21][cH:22][cH:23]1)[O:24][C:25](=[O:26])[Cl:27].[NH:1]1[C:2](=[O:11])[CH2:3][NH:4][CH:5]2[CH2:6][CH2:7][CH2:8][CH2:9][CH:10]12.[Na+:16].[O-:12][C:13]([OH:14])=[O:15].[OH2:28]>>[NH:1]1[C:2](=[O:11])[CH2:3][N:4]([C:25]([O:24][CH2:17][c:18]2[cH:19][cH:20][cH:21][cH:22][cH:23]2)=[O:26])[CH:5]2[CH2:6][CH2:7][CH2:8][CH2:9][CH:10]12.